The task is: describe an organic reaction: reactants, conditions, products, and yield. This data is from the Open Reaction Database (ORD), a public repository of structured organic reaction records. Starting materials: COC(=O)c1ccccc1NS(=O)(=O)c1ccc(C(=O)O)cc1, O=C([O-])O, NCCc1ccccc1, CCN=C=NCCCN(C)C, [Na+], CN(C)C=O, O, On1nnc2cccnc21. The product is COC(=O)c1ccccc1NS(=O)(=O)c1ccc(C(=O)NCCc2ccccc2)cc1. Reaction SMILES: [C:12](=[O:13])([OH:14])[c:15]1[cH:16][cH:17][c:18]([S:21](=[O:22])(=[O:23])[NH:24][c:25]2[c:26]([C:27](=[O:28])[O:29][CH3:30])[cH:31][cH:32][cH:33][cH:34]2)[cH:19][cH:20]1.[C:54](=[O:55])([OH:56])[O-:57].[CH2:45]([CH2:46][c:47]1[cH:48][cH:49][cH:50][cH:51][cH:52]1)[NH2:53].[CH3:1][CH2:2][N:3]=[C:4]=[N:5][CH2:6][CH2:7][CH2:8][N:9]([CH3:10])[CH3:11].[Na+:58].[O:59]=[CH:60][N:61]([CH3:62])[CH3:63].[OH2:64].[OH:35][n:36]1[c:37]2[n:38][cH:39][cH:40][cH:41][c:42]2[n:43][n:44]1>>[C:12](=[O:13])([c:15]1[cH:16][cH:17][c:18]([S:21](=[O:22])(=[O:23])[NH:24][c:25]2[c:26]([C:27](=[O:28])[O:29][CH3:30])[cH:31][cH:32][cH:33][cH:34]2)[cH:19][cH:20]1)[NH:53][CH2:45][CH2:46][c:47]1[cH:48][cH:49][cH:50][cH:51][cH:52]1. Starting materials: CCCCCN1C(=O)C(=O)c2ccc(OC)cc21, CC(C)(O)C(=O)NN. Product: CCCCCN1C(=O)C(=NNC(=O)C(C)(C)O)c2ccc(OC)cc21. RXN SMILES: [CH2:1]([CH2:2][CH2:3][CH2:4][CH3:5])[N:6]1[C:7](=[O:8])[C:9](=[O:10])[c:11]2[cH:12][cH:13][c:14]([O:17][CH3:18])[cH:15][c:16]21.[OH:19][C:20]([C:21](=[O:22])[NH:23][NH2:24])([CH3:25])[CH3:26]>>[CH2:1]([CH2:2][CH2:3][CH2:4][CH3:5])[N:6]1[C:7](=[O:8])[C:9](=[N:24][NH:23][C:21]([C:20]([OH:19])([CH3:25])[CH3:26])=[O:22])[c:11]2[cH:12][cH:13][c:14]([O:17][CH3:18])[cH:15][c:16]21.